Dataset: the Open Reaction Database (ORD), a public repository of structured organic reaction records. Task: describe an organic reaction: reactants, conditions, products, and yield The reactants are COC(=O)c1cc(Cl)c(OC)c2c1OCCO2, [Na+], [OH-]. Product: COc1c(Cl)cc(C(=O)O)c2c1OCCO2. Reaction SMILES: [Cl:1][c:2]1[cH:3][c:4]([C:14](=[O:15])[O:16][CH3:17])[c:5]2[c:6]([c:11]1[O:12][CH3:13])[O:7][CH2:8][CH2:9][O:10]2.[Na+:19].[OH-:18]>>[Cl:1][c:2]1[cH:3][c:4]([C:14](=[O:15])[OH:16])[c:5]2[c:6]([c:11]1[O:12][CH3:13])[O:7][CH2:8][CH2:9][O:10]2. The reactants are ClCCCl (1,2-dichloroethane), CNS(=O)(=O)C=1SC(=CC1)C1=NC=NC2=CC=C(C=C12)C=1C(=NN(C1)C(C1=CC=CC=C1)(C1=CC=CC=C1)C1=CC=CC=C1)C1=CC=C(C=C1)F (5-{6-[3-(4-fluorophenyl)-1-trityl-1H-pyrazol-4-yl]quinazolin-4-yl}thiophen-2-sulfonic acid methylamide), [H-].[Na+] (sodium hydride), ClCCCl (1,2-dichloroethane), O (Water). Run in CN(C=O)C (N,N-dimethylformamide). Conditions: time 20 minute. Yields the product ClCCN(S(=O)(=O)C=1SC(=CC1)C1=NC=NC2=CC=C(C=C12)C=1C(=NN(C1)C(C1=CC=CC=C1)(C1=CC=CC=C1)C1=CC=CC=C1)C1=CC=C(C=C1)F)C (5-{6-[3-(4-Fluorophenyl)-1-trityl-1H-pyrazol-4-yl]quinazolin-4-yl}thiophen-2-sulfonic acid (2-chloroethyl)methylamide). RXN SMILES: [CH3:1][NH:2][S:3]([C:6]1[S:7][C:8]([C:11]2[C:20]3[C:15](=[CH:16][CH:17]=[C:18]([C:21]4[C:22]([C:45]5[CH:50]=[CH:49][C:48]([F:51])=[CH:47][CH:46]=5)=[N:23][N:24]([C:26]([C:39]5[CH:44]=[CH:43][CH:42]=[CH:41][CH:40]=5)([C:33]5[CH:38]=[CH:37][CH:36]=[CH:35][CH:34]=5)[C:27]5[CH:32]=[CH:31][CH:30]=[CH:29][CH:28]=5)[CH:25]=4)[CH:19]=3)[N:14]=[CH:13][N:12]=2)=[CH:9][CH:10]=1)(=[O:5])=[O:4].[H-].[Na+].[Cl:54][CH2:55][CH2:56]Cl.O>CN(C)C=O>[Cl:54][CH2:55][CH2:56][N:2]([CH3:1])[S:3]([C:6]1[S:7][C:8]([C:11]2[C:20]3[C:15](=[CH:16][CH:17]=[C:18]([C:21]4[C:22]([C:45]5[CH:46]=[CH:47][C:48]([F:51])=[CH:49][CH:50]=5)=[N:23][N:24]([C:26]([C:39]5[CH:44]=[CH:43][CH:42]=[CH:41][CH:40]=5)([C:33]5[CH:38]=[CH:37][CH:36]=[CH:35][CH:34]=5)[C:27]5[CH:28]=[CH:29][CH:30]=[CH:31][CH:32]=5)[CH:25]=4)[CH:19]=3)[N:14]=[CH:13][N:12]=2)=[CH:9][CH:10]=1)(=[O:5])=[O:4] |f:1.2|. Reported procedure: 314 mg 5-{6-[3-(4-fluorophenyl)-1-trityl-1H-pyrazol-4-yl]quinazolin-4-yl}thiophen-2-sulfonic acid methylamide (compound in Example 745) was dissolved in 8 mL N,N-dimethylformamide, then 21 mg sodium hydride was added thereto and stirred for 20 minutes, and 0.35 mL 1,2-dichloroethane was added thereto and stirred at room temperature for 2 hours. Further, 0.35 mL 1,2-dichloroethane was added thereto and stirred at 60° C. for 24 hours. Water was added to the reaction solution which was then extract...